This data is from the Open Reaction Database (ORD), a public repository of structured organic reaction records. The task is: describe an organic reaction: reactants, conditions, products, and yield Starting materials: C1CNCCN1, Cn1c(=O)c(C#N)c(Cl)c2cc(Cl)ccc21, ClCCl. Product: Cn1c(=O)c(C#N)c(N2CCNCC2)c2cc(Cl)ccc21. Reaction SMILES: [CH2:17]1[CH2:18][NH:19][CH2:20][CH2:21][NH:22]1.[Cl:1][c:2]1[c:3]([C:15]#[N:16])[c:4](=[O:14])[n:5]([CH3:13])[c:6]2[cH:7][cH:8][c:9]([Cl:12])[cH:10][c:11]12.[Cl:23][CH2:24][Cl:25]>>[c:2]1([N:19]2[CH2:18][CH2:17][NH:22][CH2:21][CH2:20]2)[c:3]([C:15]#[N:16])[c:4](=[O:14])[n:5]([CH3:13])[c:6]2[cH:7][cH:8][c:9]([Cl:12])[cH:10][c:11]12.